From a dataset of the Open Reaction Database (ORD), a public repository of structured organic reaction records. describe an organic reaction: reactants, conditions, products, and yield Reactants: ClC1=C(C=C(C=C1)S(=O)O)[N+](=O)[O-] (4-Chloro-3-nitrobenzenesulfinic acid), C([O-])([O-])=O.[K+].[K+] (potassium carbonate), BrCCO (2-bromoethanol), CN(C=O)C (dimethylformamide). Run in O (water). Product: ClC1=C(C=C(C=C1)S(=O)(=O)CCO)[N+](=O)[O-] (2-(4-Chloro-3-nitrobenzenesulfonyl)ethanol). RXN SMILES: [Cl:1][C:2]1[CH:7]=[CH:6][C:5]([S:8]([OH:10])=[O:9])=[CH:4][C:3]=1[N+:11]([O-:13])=[O:12].C(=O)([O-])[O-].[K+].[K+].Br[CH2:21][CH2:22][OH:23].CN(C)C=O>O>[Cl:1][C:2]1[CH:7]=[CH:6][C:5]([S:8]([CH2:21][CH2:22][OH:23])(=[O:10])=[O:9])=[CH:4][C:3]=1[N+:11]([O-:13])=[O:12] |f:1.2.3|. Reported procedure: 40 g of 4-Chloro-3-nitrobenzenesulfinic acid, 27.8 g of potassium carbonate, 24.8 g of 2-bromoethanol and 200 ml of dimethylformamide were mixed together and reacted at 50° C. for a period of 8 hours. The reaction mixture was then poured into of water and extracted with ethyl acetate. The organic layer was recovered and the solvent was removed by distillation under reduced pressure. The oily residue was refined using silica gel short-column chromatography to obtain an oily product.